Dataset: the Open Reaction Database (ORD), a public repository of structured organic reaction records. Task: describe an organic reaction: reactants, conditions, products, and yield Starting materials: COC(=O)C(N)CC=CCOC(C)=O, O=C(Cl)OC(Cl)(Cl)Cl, C1COCCO1. Product: COC(=O)C(CC=CCOC(C)=O)N=C=O. As a reaction SMILES: [NH2:9][CH:10]([C:11](=[O:12])[O:13][CH3:14])[CH2:15][CH:16]=[CH:17][CH2:18][O:19][C:20]([CH3:21])=[O:22].[O:1]=[C:2]([Cl:3])[O:4][C:5]([Cl:6])([Cl:7])[Cl:8].[O:23]1[CH2:24][CH2:25][O:26][CH2:27][CH2:28]1>>[O:1]=[C:2]=[N:9][CH:10]([C:11](=[O:12])[O:13][CH3:14])[CH2:15][CH:16]=[CH:17][CH2:18][O:19][C:20]([CH3:21])=[O:22]. Starting materials: N1C=CC=2C(=CC=CC12)C(=O)OC (methyl indole-4-carboxylate), COC1OC(CC1)OC (2,5-dimethoxytetrahydrofuran), O.C1(=CC=C(C=C1)S(=O)(=O)O)C (p-toluenesulfonic acid monohydrate). The solvent is CO (methanol). Product: C1=CC=C(C=2C3=CC=CC=C3NC12)C(=O)OC (methyl carbazole-4-carboxylate). The yield is 13.5%. Reaction SMILES: [NH:1]1[C:9]2[CH:8]=[CH:7][CH:6]=[C:5]([C:10]([O:12][CH3:13])=[O:11])[C:4]=2[CH:3]=[CH:2]1.CO[CH:16]1[CH2:20][CH2:19][CH:18](OC)O1.O.C1(C)C=CC(S(O)(=O)=O)=CC=1>CO>[CH:8]1[C:9]2[NH:1][C:2]3[C:3](=[CH:18][CH:19]=[CH:20][CH:16]=3)[C:4]=2[C:5]([C:10]([O:12][CH3:13])=[O:11])=[CH:6][CH:7]=1 |f:2.3|. Procedure details: A mixture of 52.56 g of methyl indole-4-carboxylate, 51.55 g of 2,5-dimethoxytetrahydrofuran and 28.53 g of p-toluenesulfonic acid monohydrate in 300 ml of methanol was refluxed for 10 hours. Then, following a treatment similar to that of Example 1(1), there was obtained 9.14 g of methyl carbazole-4-carboxylate. Starting materials: C1=CC(=CN=C1)CN, C1=CC=C(C=C1)NC2=NC=CC(=C2)Cl. The reagents and catalysts are CC(C)(C)[O-].[Na+], CC(C1CCCC1P(C2CCCCC2)C3CCCCC3)P(C(C)(C)C)C(C)(C)C.C1CCCC1.[Fe]. Run in CC(=O)N(C)C. Run at temperature 100 celsius. The product is C1=CC=C(C=C1)NC2=NC=CC(=C2)NCC3=CN=CC=C3. Isolated yield 59.2%. Reported procedure: Pyridin-3-ylmethanamine (58.1 mg, 0.54 mmol), 4-chloro-N-phenylpyridin-2-amine (100 mg, 0.49 mmol) and sodium 2-methylpropan-2-olate (94 mg, 0.98 mmol) were suspended in DMA (2 mL) and sealed into a microwave tube. Nitrogen was bubbled through the reaction mixture for 5 minutes. (R)-(-)-1-[(S)-2-(DICYCLOHEXYLPHOSPHINO)FERROCENYL]ETHYLDI-T-BUTYLPHOSPHINE (32.5 mg, 0.06 mmol) and diacetoxypalladium (8.78 mg, 0.04 mmol) were added to the reaction mixture and nitrogen was bubbled through the reactio...